Dataset: the Open Reaction Database (ORD), a public repository of structured organic reaction records. Task: describe an organic reaction: reactants, conditions, products, and yield Reactants: CC(=O)C=CC1=C(C)CC(O[Si](C)(C)C(C)(C)C)CC1(C)C, C1CCOC1, [Li]CCCC, CC(C)[N-]C(C)C, CI, CN(C)P(=O)(N(C)C)N(C)C, CCCCCC, CC(C)NC(C)C, [Cl-], [Li+], [NH4+]. The product is CCC(=O)C=CC1=C(C)CC(O[Si](C)(C)C(C)(C)C)CC1(C)C. RXN SMILES: [C:21]([CH3:22])([CH3:23])([CH3:24])[Si:25]([O:26][CH:27]1[CH2:28][C:29]([CH3:40])=[C:30]([CH:35]=[CH:36][C:37]([CH3:38])=[O:39])[C:31]([CH3:33])([CH3:34])[CH2:32]1)([CH3:41])[CH3:42].[CH2:47]1[O:48][CH2:49][CH2:50][CH2:51]1.[CH2:8]([Li:9])[CH2:10][CH2:11][CH3:12].[CH3:14][CH:15]([N-:16][CH:17]([CH3:18])[CH3:19])[CH3:20].[CH3:43][I:44].[CH3:52][N:53]([CH3:54])[P:55](=[O:56])([N:57]([CH3:58])[CH3:59])[N:60]([CH3:61])[CH3:62].[CH3:63][CH2:64][CH2:65][CH2:66][CH2:67][CH3:68].[CH:1]([NH:2][CH:3]([CH3:4])[CH3:5])([CH3:6])[CH3:7].[Cl-:45].[Li+:13].[NH4+:46]>>[CH3:1][CH2:38][C:37]([CH:36]=[CH:35][C:30]1=[C:29]([CH3:40])[CH2:28][CH:27]([O:26][Si:25]([C:21]([CH3:22])([CH3:23])[CH3:24])([CH3:41])[CH3:42])[CH2:32][C:31]1([CH3:33])[CH3:34])=[O:39]. The reactants are BrC1=CC(=C(N)C(=C1)F)F (4-Bromo-2,6-difluoro aniline), C(CC)OC=1C=C(C=CC1)B(O)O (3-propoxyphenylboronic acid). The product is FC=1C=C(C=C(C1N)F)C1=CC(=CC=C1)OCCC (3,5-difluoro-3′-propoxybiphenyl-4-amine). Isolated yield 47.5%. As a reaction SMILES: Br[C:2]1[CH:8]=[C:7]([F:9])[C:5]([NH2:6])=[C:4]([F:10])[CH:3]=1.[CH2:11]([O:14][C:15]1[CH:16]=[C:17](B(O)O)[CH:18]=[CH:19][CH:20]=1)[CH2:12][CH3:13]>>[F:10][C:4]1[CH:3]=[C:2]([C:19]2[CH:18]=[CH:17][CH:16]=[C:15]([O:14][CH2:11][CH2:12][CH3:13])[CH:20]=2)[CH:8]=[C:7]([F:9])[C:5]=1[NH2:6]. Procedure details: The title compound (0.3 g) was prepared from 4-Bromo-2,6-difluoro aniline (0.5 g, 2.4 mmol) and 3-propoxyphenylboronic acid (0.337 g, 3.1 mmol) as a red liquid. 1H-NMR (δ ppm, DMSO-d6, 400 MHz): 7.30-7.24 (m, 3H), 7.18-7.10 (m, 2H), 6.86-6.80 (m, 1H), 5.31 (s, 2H), 3.97 (t, J 6.5, 2H), 1.75-1.65 (m, 2H), 0.98 (t, J 7.4, 3H). Reactants: ClC=1SC(=C(C1C=O)Cl)Cl (2,4,5-trichloro-thiophene-3-carbaldehyde), C(C)(=O)C=P(C1=CC=CC=C1)(C1=CC=CC=C1)C1=CC=CC=C1 (acetylmethylene-triphenylphosphorane). Reagents/catalysts: [Br-].[Li+] (lithium bromide). Run in C(C)#N (acetonitrile), O (water). Run at time 3 hour. Yields the product ClC=1SC(=C(C1/C=C/C(C)=O)Cl)Cl ((E)-4-(2,4,5-trichloro-thiophen-3-yl)-but-3-en-2-one). The yield is 91.3%. Reaction SMILES: [Cl:1][C:2]1[S:3][C:4]([Cl:10])=[C:5]([Cl:9])[C:6]=1[CH:7]=O.[C:11]([CH:14]=P(C1C=CC=CC=1)(C1C=CC=CC=1)C1C=CC=CC=1)(=[O:13])[CH3:12]>C(#N)C.O.[Br-].[Li+]>[Cl:1][C:2]1[S:3][C:4]([Cl:10])=[C:5]([Cl:9])[C:6]=1/[CH:7]=[CH:12]/[C:11](=[O:13])[CH3:14] |f:4.5|. Procedure details: To a stirred solution of 2,4,5-trichloro-thiophene-3-carbaldehyde (10.3 g; 48 mmol) and lithium bromide (0.10 g; 1.2 mmol) in acetonitrile (100 mL) at 15° C. under nitrogen was added acetylmethylene-triphenylphosphorane (15.6 g; 49 mmol). The reaction mixture was stirred for 3 hours at ambient temperature then poured in water (200 ml) and extracted with dichloromethane (3×70 ml). Combined organic layers were dried over anhydrous sodium sulphate. The solvent was removed in vacuo and the residue w... The reactants are O=C([O-])[O-], CN(C)C=O, Fc1ccc(CBr)cc1, [K+], [K+], O, CCOC(=O)c1cnc(N2CCc3ccccc32)nc1O. The product is CCOC(=O)c1cnc(N2CCc3ccccc32)nc1OCc1ccc(F)cc1. RXN SMILES: [C:22](=[O:23])([O-:24])[O-:25].[CH3:38][N:39]([CH3:40])[CH:41]=[O:42].[F:28][c:29]1[cH:30][cH:31][c:32]([CH2:33][Br:34])[cH:35][cH:36]1.[K+:26].[K+:27].[OH2:37].[OH:1][c:2]1[n:3][c:4]([N:13]2[CH2:14][CH2:15][c:16]3[cH:17][cH:18][cH:19][cH:20][c:21]32)[n:5][cH:6][c:7]1[C:8](=[O:9])[O:10][CH2:11][CH3:12]>>[O:1]([c:2]1[n:3][c:4]([N:13]2[CH2:14][CH2:15][c:16]3[cH:17][cH:18][cH:19][cH:20][c:21]32)[n:5][cH:6][c:7]1[C:8](=[O:9])[O:10][CH2:11][CH3:12])[CH2:33][c:32]1[cH:31][cH:30][c:29]([F:28])[cH:36][cH:35]1. Starting materials: COC(=O)NCC1CC(c2ccccc2)=NO1, Cl, [K+], [OH-]. Reaction SMILES: [CH3:1][O:2][C:3](=[O:4])[NH:5][CH2:6][CH:7]1[CH2:8][C:9]([c:12]2[cH:13][cH:14][cH:15][cH:16][cH:17]2)=[N:10][O:11]1.[ClH:18].[K+:20].[OH-:19]>>[NH2:5][CH2:6][CH:7]1[CH2:8][C:9]([c:12]2[cH:13][cH:14][cH:15][cH:16][cH:17]2)=[N:10][O:11]1. Yields the product NCC1CC(c2ccccc2)=NO1. Reactants: Cl.C(C1=CC=CC=C1)OC1=CC=C(C=C1)[C@@H]1[C@H](CN(CC1)[C@H](C)C1=CC=CC=C1)O ((3R,4R)-4-(4-benzyloxy-phenyl)-1-((R)-1-phenyl-ethyl)-piperidin-3-ol hydrochloride), [H][H] (hydrogen), COC1=C(COCCCOC2=CC=C(C=C2)[C@@H]2[C@H](CNCC2)OCC2=CC=C3C=CC(=CC3=C2)OCCN2CCN(CC2)C)C=CC=C1 (1-[2-[7-[(3R,4R)-4-[4-[3-(2-methoxy-benzyloxy)-propoxy]-phenyl]-piperidin-3-yloxymethyl]-naphthalen-2-yloxy]-ethyl]-4-methyl-piperazine), Cl.C(C1=CC=CC=C1)OC1=CC=C(C=C1)[C@@H]1[C@H](CN(CC1)[C@H](C)C1=CC=CC=C1)O ((3R,4R)-4-(4-benzyloxy-phenyl)-1-((R)-1-phenyl-ethyl)-piperidin-3-ol hydrochloride). The product is Cl.OC1=CC=C(C=C1)[C@@H]1[C@H](CNCC1)O ((3R,4R)-4-(4-hydroxy-phenyl)-piperidin-3-ol hydrochloride). RXN SMILES: [ClH:1].C([O:9][C:10]1[CH:15]=[CH:14][C:13]([C@H:16]2[CH2:21][CH2:20][N:19]([C@@H](C3C=CC=CC=3)C)[CH2:18][C@@H:17]2[OH:30])=[CH:12][CH:11]=1)C1C=CC=CC=1.COC1C=CC=CC=1COCCCOC1C=CC([C@H]2CCNC[C@@H]2OCC2C=C3C(C=CC(OCCN4CCN(C)CC4)=C3)=CC=2)=CC=1.[H][H]>>[ClH:1].[OH:9][C:10]1[CH:15]=[CH:14][C:13]([C@H:16]2[CH2:21][CH2:20][NH:19][CH2:18][C@@H:17]2[OH:30])=[CH:12][CH:11]=1 |f:0.1,4.5|. Procedure: Another preferred aspect of the present invention is the transformation of (3R,4R)-4-(4-benzyloxy-phenyl)-1-((R)-1-phenyl-ethyl)-piperidin-3-ol hydrochloride to 1-[2-[7-[(3R,4R)-4-[4-[3-(2-methoxy-benzyloxy)-propoxy]-phenyl]-piperidin-3-yloxymethyl]-naphthalen-2-yloxy]-ethyl]-4-methyl-piperazine by the following procedure: a) reacting (3R,4R)-4-(4-benzyloxy-phenyl)-1-((R)-1-phenyl-ethyl)-piperidin-3-ol hydrochloride with hydrogen to yield (3R,4R)-4-(4-hydroxy-phenyl)-piperidin-3-ol hydrochloride...